From a dataset of the Open Reaction Database (ORD), a public repository of structured organic reaction records. describe an organic reaction: reactants, conditions, products, and yield Starting materials: C(C)(C)(C)OC(=O)N1C(O[C@H]2[C@@H](CSC[C@H]12)CC1=CC(=C(C=C1)NC(=O)OCC1=CC=CC=C1)F)(C)C ((3aR*,7S*,7aS*)-7-(4-benzyloxycarbonylamino-3-fluoro-benzyl)-2,2-dimethyl-tetrahydro-1-oxa-5-thia-3-aza-indene-3-carboxylic acid tert-butyl ester), CC(=O)O (AcOH), OO (H2O2), [O-]S(=O)(=S)[O-].[Na+].[Na+] (Na2S2O3). Run in C1CCOC1 (THF). Run at temperature 25 celsius, time 16 hour. Product: C(C)(C)(C)OC(=O)N1C(O[C@H]2[C@@H](C[S@@](C[C@H]12)=O)CC1=CC(=C(C=C1)NC(=O)OCC1=CC=CC=C1)F)(C)C ((3aR,5S,7S,7aS)-7-(4-Benzyloxycarbonylamino-3-fluoro-benzyl)-2,2-dimethyl-5-oxo-hexahydro-1-oxa-5lambda*4*-thia-3-aza-indene-3-carboxylic acid tert-butyl ester). RXN SMILES: [C:1]([O:5][C:6]([N:8]1[C@@H:16]2[C@H:11]([C@H:12]([CH2:17][C:18]3[CH:23]=[CH:22][C:21]([NH:24][C:25]([O:27][CH2:28][C:29]4[CH:34]=[CH:33][CH:32]=[CH:31][CH:30]=4)=[O:26])=[C:20]([F:35])[CH:19]=3)[CH2:13][S:14][CH2:15]2)[O:10][C:9]1([CH3:37])[CH3:36])=[O:7])([CH3:4])([CH3:3])[CH3:2].CC(O)=[O:40].OO.[O-]S([O-])(=S)=O.[Na+].[Na+]>C1COCC1>[C:1]([O:5][C:6]([N:8]1[C@@H:16]2[C@H:11]([C@H:12]([CH2:17][C:18]3[CH:23]=[CH:22][C:21]([NH:24][C:25]([O:27][CH2:28][C:29]4[CH:30]=[CH:31][CH:32]=[CH:33][CH:34]=4)=[O:26])=[C:20]([F:35])[CH:19]=3)[CH2:13][S@:14](=[O:40])[CH2:15]2)[O:10][C:9]1([CH3:37])[CH3:36])=[O:7])([CH3:4])([CH3:2])[CH3:3] |f:3.4.5|. Procedure details: To a solution of (3aR*,7S*,7aS*)-7-(4-benzyloxycarbonylamino-3-fluoro-benzyl)-2,2-dimethyl-tetrahydro-1-oxa-5-thia-3-aza-indene-3-carboxylic acid tert-butyl ester (54.1 g, 102 mmol) in THF (500 mL) was added AcOH (200 mL) and H2O2 (27.8 g, 50% in H2O, 408 mmol) at 0-5° C. and the reaction mixture was stirred for 16 h at 25° C. The reaction mixture was slowly added to a cold 25% aq. Na2S2O3 solution, stirred for 3 h at 0-5° C. and extracted with EtOAc. Combined organic layers were washed with wat...